The task is: describe an organic reaction: reactants, conditions, products, and yield. This data is from the Open Reaction Database (ORD), a public repository of structured organic reaction records. The reactants are N#Cc1cc2ccc(Oc3ccc(NC(=O)Nc4ccc(F)cc4)cc3)nc2cc1OCCCl, O=C([O-])[O-], N#Cc1cc2c(Oc3ccc(NC(=O)Nc4ccc(F)cc4)cc3)ccnc2cc1OCCn1nccn1, CN(C)C=O, CCOC(C)=O, [I-], [K+], [K+], [K+], C1CCOC1, c1c[nH]nn1. Yields the product N#Cc1cc2c(Oc3ccc(NC(=O)Nc4ccc(F)cc4)cc3)ccnc2cc1OCCn1ccnn1. As a reaction SMILES: [C:1]([c:2]1[cH:3][c:4]2[c:5]([cH:6][c:7]1[O:8][CH2:9][CH2:10][Cl:11])[n:12][c:13]([O:14][c:15]1[cH:16][cH:17][c:18]([NH:19][C:20]([NH:21][c:22]3[cH:23][cH:24][c:25]([F:26])[cH:27][cH:28]3)=[O:29])[cH:30][cH:31]1)[cH:32][cH:33]2)#[N:34].[C:35](=[O:36])([O-:37])[O-:38].[C:48](#[N:49])[c:50]1[cH:51][c:52]2[c:53]([O:68][c:69]3[cH:70][cH:71][c:72]([NH:75][C:76](=[O:77])[NH:78][c:79]4[cH:80][cH:81][c:82]([F:85])[cH:83][cH:84]4)[cH:73][cH:74]3)[cH:54][cH:55][n:56][c:57]2[cH:58][c:59]1[O:60][CH2:61][CH2:62][n:63]1[n:64][cH:65][cH:66][n:67]1.[CH3:86][N:87]([CH3:88])[CH:89]=[O:90].[CH3:91][CH2:92][O:93][C:94](=[O:95])[CH3:96].[I-:42].[K+:39].[K+:40].[K+:41].[O:97]1[CH2:98][CH2:99][CH2:100][CH2:101]1.[nH:43]1[n:44][n:45][cH:46][cH:47]1>>[n:43]1([CH2:62][CH2:61][O:60][c:59]2[c:50]([C:48]#[N:49])[cH:51][c:52]3[c:53]([O:68][c:69]4[cH:70][cH:71][c:72]([NH:75][C:76](=[O:77])[NH:78][c:79]5[cH:80][cH:81][c:82]([F:85])[cH:83][cH:84]5)[cH:73][cH:74]4)[cH:54][cH:55][n:56][c:57]3[cH:58]2)[n:44][n:45][cH:46][cH:47]1.